From a dataset of the Open Reaction Database (ORD), a public repository of structured organic reaction records. describe an organic reaction: reactants, conditions, products, and yield The reactants are solution, BrCCCCCC(=O)OCC (ethyl 6-bromohexanoate), [I-].[Na+] (sodium iodide). Solvent: CC(=O)C (acetone). Yields the product ICCCCCC(=O)OCC (Ethyl 6-iodohexanoate). The yield is 100.1%. As a reaction SMILES: Br[CH2:2][CH2:3][CH2:4][CH2:5][CH2:6][C:7]([O:9][CH2:10][CH3:11])=[O:8].[I-:12].[Na+]>CC(C)=O>[I:12][CH2:2][CH2:3][CH2:4][CH2:5][CH2:6][C:7]([O:9][CH2:10][CH3:11])=[O:8] |f:1.2|. Reported procedure: To 112 ml of a solution of 13.38 g of ethyl 6-bromohexanoate in acetone, 26.97 g of sodium iodide was added and heated to reflux for 18 hours. The reaction solution was cooled, filtered to remove insolubles and washed with acetone. The filtrate was concentrated and, after addition of water, extracted with ethyl acetate. The organic layer was washed with water and brine sequentially, dried over anhydrous magnesium sulfate and concentrated to provide 16.21 g of the objective compound as red-yellow... Starting materials: C(C)OC(=O)CCCN1C(N(C(C2=CC=CC=C12)=O)CCN1CCN(CC1)C1=C(C=CC=C1)OC)=O (1-(3-ethoxycarbonylpropyl)3-[2-[4-(2-methoxyphenyl)-1-piperazinyl]ethyl]-2,4-(1H,3H)quinazolinedione), [OH-].[Na+] (sodium hydroxide). Run in C(C)O (ethanol). Conditions: time 3 hour. The product is C(=O)(O)CCCN1C(N(C(C2=CC=CC=C12)=O)CCN1CCN(CC1)C1=C(C=CC=C1)OC)=O (1-(3-carboxypropyl)-3-[2-[4-(2-methoxyphenyl)-1-piperazinyl]ethyl]-2,4-(1H,3H)quinazolinedione). The yield is 59.0%. Reaction SMILES: C([O:3][C:4]([CH2:6][CH2:7][CH2:8][N:9]1[C:18]2[C:13](=[CH:14][CH:15]=[CH:16][CH:17]=2)[C:12](=[O:19])[N:11]([CH2:20][CH2:21][N:22]2[CH2:27][CH2:26][N:25]([C:28]3[CH:33]=[CH:32][CH:31]=[CH:30][C:29]=3[O:34][CH3:35])[CH2:24][CH2:23]2)[C:10]1=[O:36])=[O:5])C.[OH-].[Na+]>C(O)C>[C:4]([CH2:6][CH2:7][CH2:8][N:9]1[C:18]2[C:13](=[CH:14][CH:15]=[CH:16][CH:17]=2)[C:12](=[O:19])[N:11]([CH2:20][CH2:21][N:22]2[CH2:23][CH2:24][N:25]([C:28]3[CH:33]=[CH:32][CH:31]=[CH:30][C:29]=3[O:34][CH3:35])[CH2:26][CH2:27]2)[C:10]1=[O:36])([OH:5])=[O:3] |f:1.2|. Reported procedure: The 1-(3-ethoxycarbonylpropyl)3-[2-[4-(2-methoxyphenyl)-1-piperazinyl]ethyl]-2,4-(1H,3H)quinazolinedione (4.53 g) obtained in Example 7-c) was dissolved in ethanol (40 ml). After adding 2N aqueous sodium hydroxide under cooling with ice, the resulting mixture was stirred at room temperature for 3 hours. The solvent was distilled off under vacuum and the residue was dissolved in water (20 ml). When the pH of the solution was adjusted to 7 with 10% aqueous hydrochloric acid, a crystal formed. It w... The reactants are Cl.ClC1=CC=NC2=CC(=C(C=C12)OC)OCCCN1CCOCC1 (4-chloro-6-methoxy-7-(3-morpholinopropoxy)quinoline hydrochloride), FC1=C(N)C=C(C(=C1)C)O (2-fluoro-5-hydroxy-4-methylaniline), CN(C)C=O (DMF). The solvent is CC(CCC)O (2-pentanol). Product: O.Cl.FC1=C(NC2=CC=NC3=CC(=C(C=C23)OC)OCCCN2CCOCC2)C=C(C(=C1)C)O (4-(2-fluoro-5-hydroxy-4-methylanilino)-6-methoxy-7-(3-morpholinopropoxy)quinoline hydrochloride hydrate). The yield is 228.2%. RXN SMILES: Cl.[Cl:2][C:3]1[C:12]2[C:7](=[CH:8][C:9]([O:15][CH2:16][CH2:17][CH2:18][N:19]3[CH2:24][CH2:23][O:22][CH2:21][CH2:20]3)=[C:10]([O:13][CH3:14])[CH:11]=2)[N:6]=[CH:5][CH:4]=1.[F:25][C:26]1[CH:32]=[C:31]([CH3:33])[C:30]([OH:34])=[CH:29][C:27]=1[NH2:28].CN(C=O)C>CC(O)CCC>[OH2:13].[ClH:2].[F:25][C:26]1[CH:32]=[C:31]([CH3:33])[C:30]([OH:34])=[CH:29][C:27]=1[NH:28][C:3]1[C:12]2[C:7](=[CH:8][C:9]([O:15][CH2:16][CH2:17][CH2:18][N:19]3[CH2:24][CH2:23][O:22][CH2:21][CH2:20]3)=[C:10]([O:13][CH3:14])[CH:11]=2)[N:6]=[CH:5][CH:4]=1 |f:0.1,5.6.7|. Procedure: A solution of 4-chloro-6-methoxy-7-(3-morpholinopropoxy)quinoline hydrochloride (205 mg, 0.5 mmol), (prepared as described for the starting material in Example 7), and 2-fluoro-5-hydroxy-4-methylaniline (70 mg, 0.5 mmol), (prepared as described for the starting material in Example 1), in 2-pentanol (10 ml) and DMF (1 ml) was heated at reflux for 5 hours. The resulting solid was collected by filtration, partitioned between methylene chloride and aqueous sodium hydrogen carbonate solution. The org... The reactants are Cc1ccc2nc(-c3ncc(-c4ccccc4)o3)c(OCc3ccccc3)c(=O)n2c1, C[Si](C)(C)Cl, CC#N, [I-], [Na+]. Yields the product Cc1ccc2nc(-c3ncc(-c4ccccc4)o3)c(O)c(=O)n2c1. Reaction SMILES: [CH2:1]([c:2]1[cH:3][cH:4][cH:5][cH:6][cH:7]1)[O:8][c:9]1[c:10](-[c:21]2[o:22][c:23](-[c:26]3[cH:27][cH:28][cH:29][cH:30][cH:31]3)[cH:24][n:25]2)[n:11][c:12]2[n:13]([c:14]1=[O:15])[cH:16][c:17]([CH3:20])[cH:18][cH:19]2.[CH3:34][Si:35]([Cl:36])([CH3:37])[CH3:38].[CH3:39][C:40]#[N:41].[I-:33].[Na+:32]>>[OH:8][c:9]1[c:10](-[c:21]2[o:22][c:23](-[c:26]3[cH:27][cH:28][cH:29][cH:30][cH:31]3)[cH:24][n:25]2)[n:11][c:12]2[n:13]([c:14]1=[O:15])[cH:16][c:17]([CH3:20])[cH:18][cH:19]2. The reactants are C(C)OC(=O)CCCCCCC1C(NC(N1CCC(CCCCC)=O)=O)=O (5-(6-ethoxycarbonylhexyl)-1-(3-oxo-octyl)hydantoin), [OH-].[Na+] (sodium hydroxide). The product is C(=O)(O)CCCCCCC1C(NC(N1CCC(CCCCC)=O)=O)=O (5-(6-carboxyhexyl)-1-(3-oxooctyl)hydantoin). Reaction SMILES: C([O:3][C:4]([CH2:6][CH2:7][CH2:8][CH2:9][CH2:10][CH2:11][CH:12]1[N:16]([CH2:17][CH2:18][C:19](=[O:25])[CH2:20][CH2:21][CH2:22][CH2:23][CH3:24])[C:15](=[O:26])[NH:14][C:13]1=[O:27])=[O:5])C.[OH-].[Na+]>>[C:4]([CH2:6][CH2:7][CH2:8][CH2:9][CH2:10][CH2:11][CH:12]1[N:16]([CH2:17][CH2:18][C:19](=[O:25])[CH2:20][CH2:21][CH2:22][CH2:23][CH3:24])[C:15](=[O:26])[NH:14][C:13]1=[O:27])([OH:5])=[O:3] |f:1.2|. Reported procedure: Diethyl 2-(3-oxooctylamino)nonanedioate (7.7 g) prepared by the method described in Example 1B was treated with potassium cyanate and hydrochloric acid to give 5-(6-ethoxycarbonylhexyl)-1-(3-oxo-octyl)hydantoin. Hydrolysis of this ester using sodium hydroxide solution gave 5-(6-carboxyhexyl)-1-(3-oxooctyl)hydantoin as a viscous oil, which crystallised to a low-melting solid. Starting materials: CCN(C(C)C)C(C)C, CNC1CCC(C#CCO)CC1, Clc1ccc(Cl)nn1, CN(C)C=O. Yields the product CN(c1ccc(Cl)nn1)C1CCC(C#CCO)CC1. As a reaction SMILES: [CH2:21]([N:22]([CH:23]([CH3:24])[CH3:25])[CH:26]([CH3:27])[CH3:28])[CH3:29].[CH3:1][NH:2][CH:3]1[CH2:4][CH2:5][CH:6]([C:9]#[C:10][CH2:11][OH:12])[CH2:7][CH2:8]1.[Cl:13][c:14]1[n:15][n:16][c:17]([Cl:20])[cH:18][cH:19]1.[O:30]=[CH:31][N:32]([CH3:33])[CH3:34]>>[CH3:1][N:2]([CH:3]1[CH2:4][CH2:5][CH:6]([C:9]#[C:10][CH2:11][OH:12])[CH2:7][CH2:8]1)[c:17]1[n:16][n:15][c:14]([Cl:13])[cH:19][cH:18]1.